From a dataset of the Open Reaction Database (ORD), a public repository of structured organic reaction records. describe an organic reaction: reactants, conditions, products, and yield The reactants are C(N)([O-])=O (carbamate), COC=1C(=CC(=C(C1)CC#N)[N+](=O)[O-])C(F)(F)F ((5-Methoxy-2-nitro4-trifluoromethylphenyl)acetonitrile), NC=1C=C(C(=NC1)OCC1=NC=CC=C1)C (5-Amino-3-methyl-2(pyridin-2-ylmethyloxy)pyridine), ClC(=O)OC1=CC=CC=C1 (phenyl chloroformate). Solvent: CO.ClCCl (methanol dichloromethane), C(C)N(CC)CC (Triethylamine), CN(C)C=O (DMF), C(C)N(CC)CC (triethylamine), ClCCl (dichloromethane), ClCCl (dichloromethane). Product: CC=1C=C2CCN(C2=CC1C(F)(F)F)C(NC=1C=C(C(=NC1)OCC1=NC=CC=C1)C)=O (5-Methyl-1-[2-(pyridin-2-ylmethyloxy)3-methylpyridin-5-ylcarbamoyl]-6-trifluoromethylindoline). The yield is 28.0%. As a reaction SMILES: [NH2:1][C:2]1[CH:3]=[C:4]([CH3:16])[C:5]([O:8][CH2:9][C:10]2[CH:15]=[CH:14][CH:13]=[CH:12][N:11]=2)=[N:6][CH:7]=1.Cl[C:18](OC1C=CC=CC=1)=O.[C:27](=[O:30])([O-])[NH2:28].CO[C:33]1[C:34]([C:45]([F:48])([F:47])[F:46])=[CH:35][C:36]([N+]([O-])=O)=[C:37]([CH2:39][C:40]#N)[CH:38]=1>ClCCl.CN(C=O)C.CO.ClCCl.C(N(CC)CC)C>[CH3:18][C:33]1[CH:38]=[C:37]2[C:36](=[CH:35][C:34]=1[C:45]([F:48])([F:47])[F:46])[N:28]([C:27](=[O:30])[NH:1][C:2]1[CH:3]=[C:4]([CH3:16])[C:5]([O:8][CH2:9][C:10]3[CH:15]=[CH:14][CH:13]=[CH:12][N:11]=3)=[N:6][CH:7]=1)[CH2:40][CH2:39]2 |f:6.7|. Procedure: 5-Amino-3-methyl-2(pyridin-2-ylmethyloxy)pyridine (D15, 0.5 g, 2.3 mmol) in dichloromethane (30 ml) was cooled to −20° C. under argon. Triethylamine (0.32 ml, 2.3 mmol) was added, followed dropwise by phenyl chloroformate (0.35 ml, 2.8 mmol). The mixture was warmed to room temperature and diluted with dichloromethane (100 ml) then washed with aqueous sodium bicarbonate (50 ml), dried (Na2SO4) and evaporated in vacuo to give phenyl N-2-[3-methyl-(pyridin-2-ylmethyloxypyridin-5-yl]carbamate. The c...